From a dataset of the Open Reaction Database (ORD), a public repository of structured organic reaction records. describe an organic reaction: reactants, conditions, products, and yield Reactants: C(O)CN (ethanolamine), C(C(C)C)C1=C(C=C(C=N1)C1=NC(=NO1)C1=CC=C(C=C1)CC(=O)O)C ({4-[5-(6-isobutyl-5-methyl-pyridin-3-yl)-[1,2,4]oxadiazol-3-yl]-phenyl}-acetic acid), CCN=C=NCCCN(C)C.Cl (EDC HCl), C=1C=CC2=C(C1)N=NN2O (HOBt), CCN(C(C)C)C(C)C (DIPEA). Solvent: CN(C)C=O (DMF), CC(OCC)=O (EA). Reaction conditions: time 72 hour. Yields the product OCCNC(CC1=CC=C(C=C1)C1=NOC(=N1)C=1C=NC(=C(C1)C)CC(C)C)=O (N-(2-hydroxy-ethyl)-2-{4-[5-(6-isobutyl-5-methyl-pyridin-3-yl)-[1,2,4]oxadiazol-3-yl]-phenyl}-acetamide). Isolated yield 46.4%. As a reaction SMILES: [CH2:1]([C:5]1[N:10]=[CH:9][C:8]([C:11]2[O:15][N:14]=[C:13]([C:16]3[CH:21]=[CH:20][C:19]([CH2:22][C:23](O)=[O:24])=[CH:18][CH:17]=3)[N:12]=2)=[CH:7][C:6]=1[CH3:26])[CH:2]([CH3:4])[CH3:3].CCN=C=NCCCN(C)C.Cl.C1C=CC2N(O)N=NC=2C=1.CCN(C(C)C)C(C)C.[CH2:58]([CH2:60][NH2:61])[OH:59]>CN(C=O)C.CC(=O)OCC>[OH:59][CH2:58][CH2:60][NH:61][C:23](=[O:24])[CH2:22][C:19]1[CH:20]=[CH:21][C:16]([C:13]2[N:12]=[C:11]([C:8]3[CH:9]=[N:10][C:5]([CH2:1][CH:2]([CH3:3])[CH3:4])=[C:6]([CH3:26])[CH:7]=3)[O:15][N:14]=2)=[CH:17][CH:18]=1 |f:1.2|. Procedure details: To a solution of {4-[5-(6-isobutyl-5-methyl-pyridin-3-yl)-[1,2,4]oxadiazol-3-yl]-phenyl}-acetic acid (50 mg, 142 μmol) in DMF (3 mL), EDC HCl (33 mg, 171 μmol), HOBt (23 mg, 171 μmol) and DIPEA (28 mg, 213 μmol) is added. The mixture is stirred at rt for 5 min before ethanolamine (10 mg, 157 μmol) is added. Stirring is continued at rt for 72 h. The mixture is diluted with EA, washed with water, and concentrated. The crude product is purified on prep. TLC plates with DCM containing 10% of MeOH to...